From a dataset of the Open Reaction Database (ORD), a public repository of structured organic reaction records. describe an organic reaction: reactants, conditions, products, and yield Reaction SMILES: [CH2:1]([CH3:2])[NH:3][CH3:4].[CH3:5][C:6]([CH3:7])([CH3:8])[c:9]1[cH:10][c:11]([O:15][c:16]2[c:17]([CH3:26])[cH:18][c:19]([N:23]=[C:24]=[S:25])[c:20]([CH3:22])[cH:21]2)[cH:12][cH:13][cH:14]1.[O:27]1[CH2:28][CH2:29][CH2:30][CH2:31]1>>[CH2:1]([CH3:2])[N:3]([CH3:4])[C:24]([NH:23][c:19]1[cH:18][c:17]([CH3:26])[c:16]([O:15][c:11]2[cH:10][c:9]([C:6]([CH3:5])([CH3:7])[CH3:8])[cH:14][cH:13][cH:12]2)[cH:21][c:20]1[CH3:22])=[S:25]. The product is CCN(C)C(=S)Nc1cc(C)c(Oc2cccc(C(C)(C)C)c2)cc1C. The reactants are CCNC, Cc1cc(Oc2cccc(C(C)(C)C)c2)c(C)cc1N=C=S, C1CCOC1. Reactants: ClCCl, O=S(Cl)Cl, OCc1cc2ccc(Oc3nc4ncccc4s3)cc2s1. The product is ClCc1cc2ccc(Oc3nc4ncccc4s3)cc2s1. Reaction SMILES: [Cl:26][CH2:27][Cl:28].[S:22]([Cl:23])([Cl:24])=[O:25].[s:1]1[c:2]([O:10][c:11]2[cH:12][cH:13][c:14]3[c:15]([s:16][c:17]([CH2:19][OH:20])[cH:18]3)[cH:21]2)[n:3][c:4]2[n:5][cH:6][cH:7][cH:8][c:9]12>>[s:1]1[c:2]([O:10][c:11]2[cH:12][cH:13][c:14]3[c:15]([s:16][c:17]([CH2:19][Cl:24])[cH:18]3)[cH:21]2)[n:3][c:4]2[n:5][cH:6][cH:7][cH:8][c:9]12. Starting materials: C(#N)C1=CC=C(C[C@@]2(C(N(C=3N2C(=CN3)C(=O)NC3(CC3)C(=O)N[C@H]3C[C@H](CC3)C(=O)OC)C3=CC(=CC(=C3)Cl)Cl)=O)C)C=C1 (methyl (1S,3R)-3-({[1-({[(3R)-3-(4-cyanobenzyl)-1-(3,5-dichlorophenyl)-3-methyl-2-oxo-2,3-dihydro-1H-imidazo[1,2-a]imidazol-5-yl]carbonyl}amino)cyclopropyl]-carbonyl}amino)cyclopentanecarboxylate), N (ammonia). Conditions: temperature 80 celsius, time 65 hour. The product is C(N)(=O)[C@@H]1C[C@@H](CC1)NC(=O)C1(CC1)NC(=O)C1=CN=C2N1[C@](C(N2C2=CC(=CC(=C2)Cl)Cl)=O)(C)CC2=CC=C(C=C2)C#N ((3R)—N-(1-{[(1R,3S)-3-carbamoylcyclopentyl]carbamoyl}cyclopropyl)-3-(4-cyanobenzyl)-1-(3,5-dichlorophenyl)-3-methyl-2-oxo-2,3-dihydro-1H-imidazo-[1,2-a]imidazole-5-carboxamide). Yield: 55.0%. Reaction SMILES: [C:1]([C:3]1[CH:45]=[CH:44][C:6]([CH2:7][C@@:8]2([CH3:43])[N:12]3[C:13]([C:16]([NH:18][C:19]4([C:22]([NH:24][C@@H:25]5[CH2:29][CH2:28][C@H:27]([C:30](OC)=[O:31])[CH2:26]5)=[O:23])[CH2:21][CH2:20]4)=[O:17])=[CH:14][N:15]=[C:11]3[N:10]([C:34]3[CH:39]=[C:38]([Cl:40])[CH:37]=[C:36]([Cl:41])[CH:35]=3)[C:9]2=[O:42])=[CH:5][CH:4]=1)#[N:2].[NH3:46]>>[C:30]([C@H:27]1[CH2:28][CH2:29][C@@H:25]([NH:24][C:22]([C:19]2([NH:18][C:16]([C:13]3[N:12]4[C@@:8]([CH2:7][C:6]5[CH:5]=[CH:4][C:3]([C:1]#[N:2])=[CH:45][CH:44]=5)([CH3:43])[C:9](=[O:42])[N:10]([C:34]5[CH:39]=[C:38]([Cl:40])[CH:37]=[C:36]([Cl:41])[CH:35]=5)[C:11]4=[N:15][CH:14]=3)=[O:17])[CH2:21][CH2:20]2)=[O:23])[CH2:26]1)(=[O:31])[NH2:46]. Procedure details: To methyl (1S,3R)-3-({[1-({[(3R)-3-(4-cyanobenzyl)-1-(3,5-dichlorophenyl)-3-methyl-2-oxo-2,3-dihydro-1H-imidazo[1,2-a]imidazol-5-yl]carbonyl}amino)cyclopropyl]-carbonyl}amino)cyclopentanecarboxylate (109.2 mg, 0.168 mmol) was added ammonia (7N in methanol, 4 mL, 28 mmol) and the reaction tube was sealed. The reaction solution was stirred at 80° C. for 65 h. The reaction solution was then cooled to room temperature and concentrated in vacuo. The resultant residue was purified via reverse phase HP...